From a dataset of the Open Reaction Database (ORD), a public repository of structured organic reaction records. describe an organic reaction: reactants, conditions, products, and yield Reactants: CN(C)C=O, Nc1nc(Cl)c2[nH]cnc2n1, CCOC(=O)N=NC(=O)OCC, CC(C)OP(=O)(C=CCCO)OC(C)C, c1ccc(P(c2ccccc2)c2ccccc2)cc1. Product: CC(C)OP(=O)(C=CCCn1cnc2c(Cl)nc(N)nc21)OC(C)C. RXN SMILES: [CH3:58][N:59]([CH3:60])[CH:61]=[O:62].[NH2:1][c:2]1[n:3][c:4]([Cl:11])[c:5]2[nH:6][cH:7][n:8][c:9]2[n:10]1.[O:46]=[C:47]([O:48][CH2:49][CH3:50])[N:51]=[N:52][C:53]([O:54][CH2:55][CH3:56])=[O:57].[OH:12][CH2:13][CH2:14][CH:15]=[CH:16][P:17]([O:18][CH:19]([CH3:20])[CH3:21])([O:22][CH:23]([CH3:24])[CH3:25])=[O:26].[c:27]1([P:28]([c:29]2[cH:30][cH:31][cH:32][cH:33][cH:34]2)[c:35]2[cH:36][cH:37][cH:38][cH:39][cH:40]2)[cH:41][cH:42][cH:43][cH:44][cH:45]1>>[NH2:1][c:2]1[n:3][c:4]([Cl:11])[c:5]2[n:6][cH:7][n:8]([CH2:13][CH2:14][CH:15]=[CH:16][P:17]([O:18][CH:19]([CH3:20])[CH3:21])([O:22][CH:23]([CH3:24])[CH3:25])=[O:26])[c:9]2[n:10]1.